This data is from the Open Reaction Database (ORD), a public repository of structured organic reaction records. The task is: describe an organic reaction: reactants, conditions, products, and yield Starting materials: C1CCOC1, CC1(C)C(=O)Nc2cc([N+](=O)[O-])ccc21. Product: CC1(C)CNc2cc([N+](=O)[O-])ccc21. As a reaction SMILES: [CH2:16]1[O:17][CH2:18][CH2:19][CH2:20]1.[CH3:1][C:2]1([CH3:15])[C:3](=[O:14])[NH:4][c:5]2[cH:6][c:7]([N+:11](=[O:12])[O-:13])[cH:8][cH:9][c:10]21>>[CH3:1][C:2]1([CH3:15])[CH2:3][NH:4][c:5]2[cH:6][c:7]([N+:11](=[O:12])[O-:13])[cH:8][cH:9][c:10]21. The reactants are O=C([O-])O, CCOC(C)=O, O=C(Cl)C1CCCCC1, NC(Cc1ccccc1C(F)(F)F)C(O)c1ccc(F)cc1, [Na+], O. Product: O=C(NC(Cc1ccccc1C(F)(F)F)C(O)c1ccc(F)cc1)C1CCCCC1. Reaction SMILES: [C:32](=[O:33])([O-:34])[OH:35].[CH3:37][CH2:38][O:39][C:40](=[O:41])[CH3:42].[CH:23]1([C:29](=[O:30])[Cl:31])[CH2:24][CH2:25][CH2:26][CH2:27][CH2:28]1.[NH2:1][CH:2]([CH:3]([OH:4])[c:5]1[cH:6][cH:7][c:8]([F:11])[cH:9][cH:10]1)[CH2:12][c:13]1[c:14]([C:19]([F:20])([F:21])[F:22])[cH:15][cH:16][cH:17][cH:18]1.[Na+:36].[OH2:43]>>[NH:1]([CH:2]([CH:3]([OH:4])[c:5]1[cH:6][cH:7][c:8]([F:11])[cH:9][cH:10]1)[CH2:12][c:13]1[c:14]([C:19]([F:20])([F:21])[F:22])[cH:15][cH:16][cH:17][cH:18]1)[C:29]([CH:23]1[CH2:24][CH2:25][CH2:26][CH2:27][CH2:28]1)=[O:30].